From a dataset of the Open Reaction Database (ORD), a public repository of structured organic reaction records. describe an organic reaction: reactants, conditions, products, and yield Starting materials: COc1cc(-c2cc(CN3CCC4(CC3)OCCO4)ccn2)cc(OC)c1OC, C1CCOC1, Cl, [Na+], [OH-]. Product: COc1cc(-c2cc(CN3CCC(=O)CC3)ccn2)cc(OC)c1OC. Reaction SMILES: [CH2:1]1[O:2][C:4]2([O:3][CH2:29]1)[CH2:5][CH2:6][N:7]([CH2:10][c:11]1[cH:12][c:13](-[c:17]3[cH:18][c:19]([O:27][CH3:28])[c:20]([O:25][CH3:26])[c:21]([O:23][CH3:24])[cH:22]3)[n:14][cH:15][cH:16]1)[CH2:8][CH2:9]2.[CH2:33]1[O:34][CH2:35][CH2:36][CH2:37]1.[ClH:30].[Na+:32].[OH-:31]>>[O:3]=[C:4]1[CH2:5][CH2:6][N:7]([CH2:10][c:11]2[cH:12][c:13](-[c:17]3[cH:18][c:19]([O:27][CH3:28])[c:20]([O:25][CH3:26])[c:21]([O:23][CH3:24])[cH:22]3)[n:14][cH:15][cH:16]2)[CH2:8][CH2:9]1.